From a dataset of the Open Reaction Database (ORD), a public repository of structured organic reaction records. describe an organic reaction: reactants, conditions, products, and yield Procedure: Heat at 100° C. for 2 h a solution of 2-methyl-9-(2,4,6-trimethylphenyl)pyrimidino[4,5-b]indolizin-4-ol (120 mg) in phosphorus oxychloride (2 mL), cool to ambient temperature, and concentrate in vacuo. Partition the residue into ice water and CH2Cl2. Extract the aqueous phase twice with CH2Cl2 and wash the combined organic extracts with a saturated NaHCO3 solution. Dry the solution over Na2SO4, filter, and concentrate in vacuo. Purify the dark residue by column chromatography on silica gel (elue... The product is ClC1=NC(=NC=2C=C3C(=CC=CN3C21)C2=C(C=C(C=C2C)C)C)C (4-Chloro-2-methyl-9-(2,4,6-trimethylphenyl)pyrimidino[4,5-b]indolizine). As a reaction SMILES: [CH3:1][C:2]1[N:3]=[C:4](O)[C:5]2[N:13]3[C:8]([C:9]([C:14]4[C:19]([CH3:20])=[CH:18][C:17]([CH3:21])=[CH:16][C:15]=4[CH3:22])=[CH:10][CH:11]=[CH:12]3)=[CH:7][C:6]=2[N:23]=1.P(Cl)(Cl)([Cl:27])=O>>[Cl:27][C:4]1[C:5]2[N:13]3[C:8]([C:9]([C:14]4[C:15]([CH3:22])=[CH:16][C:17]([CH3:21])=[CH:18][C:19]=4[CH3:20])=[CH:10][CH:11]=[CH:12]3)=[CH:7][C:6]=2[N:23]=[C:2]([CH3:1])[N:3]=1. Reactants: CC=1N=C(C2=C(C=C3C(=CC=CN23)C2=C(C=C(C=C2C)C)C)N1)O (2-methyl-9-(2,4,6-trimethylphenyl)pyrimidino[4,5-b]indolizin-4-ol), P(=O)(Cl)(Cl)Cl (phosphorus oxychloride). Reactants: ClC1=CC(N(C(N1C1=CC(=CC=C1)C(F)(F)F)=O)C)=O (6-chloro-3-methyl-1-(3-(trifluoromethyl)phenyl)pyrimidin-2,4(1H,3H)-dione), CNC (dimethyl amine). The solvent is C(C)(C)O (isopropyl alcohol). Conditions: temperature 80 celsius. Yields the product CN(C1=CC(N(C(N1C1=CC(=CC=C1)C(F)(F)F)=O)C)=O)C (6-(dimethylamino)-3-methyl-1-(3-(trifluoromethyl)phenyl)pyrimidin-2,4(1H,3H)-dione). Reaction SMILES: Cl[C:2]1[N:7]([C:8]2[CH:13]=[CH:12][CH:11]=[C:10]([C:14]([F:17])([F:16])[F:15])[CH:9]=2)[C:6](=[O:18])[N:5]([CH3:19])[C:4](=[O:20])[CH:3]=1.[CH3:21][NH:22][CH3:23]>C(O)(C)C>[CH3:21][N:22]([CH3:23])[C:2]1[N:7]([C:8]2[CH:13]=[CH:12][CH:11]=[C:10]([C:14]([F:17])([F:16])[F:15])[CH:9]=2)[C:6](=[O:18])[N:5]([CH3:19])[C:4](=[O:20])[CH:3]=1. Procedure details: To a suspension of 6-chloro-3-methyl-1-(3-(trifluoromethyl)phenyl)pyrimidin-2,4(1H,3H)-dione (prepared in Reference Example 56) (301 mg) in isopropyl alcohol (10 ml) was added 50% aqueous dimethyl amine solution (0.5 ml) and the resulting mixture was stirred at 80° C. for two and a half hours. The reaction solutions were concentrated under reduced pressure, and to the residue were added water and methanol, and the resulting mixture was stirred. The precipitated solids were collected by filtratio...